Dataset: the Open Reaction Database (ORD), a public repository of structured organic reaction records. Task: describe an organic reaction: reactants, conditions, products, and yield The reactants are C(C(=O)C1=CC=CC=C1)C1C(CCCC1)=O (2-phenacylcyclohexanone), C(C)(=O)NC1=C(C(C(=O)O)=CC(=C1)N)O (3-acetamido-5-aminosalicylic acid), crystals. Solvent: C(C)(=O)O (acetic acid). The product is C(C)(=O)NC=1C(=C(C=C(C1)N1C(=CC=2CCCCC12)C1=CC=CC=C1)C(=O)O)O (1-(5-Acetamido-3-carboxy-4-hydroxyphenyl)-2-phenyl-4,5,6,7-tetrahydroindole). Reaction SMILES: [CH2:1]([CH:10]1[CH2:15][CH2:14][CH2:13][CH2:12][C:11]1=O)[C:2]([C:4]1[CH:9]=[CH:8][CH:7]=[CH:6][CH:5]=1)=O.[C:17]([NH:20][C:21]1[CH:29]=[C:28]([NH2:30])[CH:27]=[C:23]([C:24]([OH:26])=[O:25])[C:22]=1[OH:31])(=[O:19])[CH3:18]>C(O)(=O)C>[C:17]([NH:20][C:21]1[C:22]([OH:31])=[C:23]([C:24]([OH:26])=[O:25])[CH:27]=[C:28]([N:30]2[C:11]3[CH2:12][CH2:13][CH2:14][CH2:15][C:10]=3[CH:1]=[C:2]2[C:4]2[CH:5]=[CH:6][CH:7]=[CH:8][CH:9]=2)[CH:29]=1)(=[O:19])[CH3:18]. Procedure: A mixture of 10.3 g. (0.048 mole) of 2-phenacylcyclohexanone, 10 g. (0.048 mole) of 3-acetamido-5-aminosalicylic acid, and 70 ml. of glacial acetic acid was heated under reflux under nitrogen for 1 hour, cooled and filtered. Recrystallization of the collected solid from acetic acid gave 10.5 g. (57%) of crystals, m.p. 232°-234°. Reactants: [Li]CCCC (n-BuLi), NC1=C(C=C(C=C1O[Si](C)(C)C(C)(C)C)Cl)C(C(F)(F)F)=O (2'-amino-5'-chloro-3'-(t-butyldimethylsilyloxy)-2,2,2-trifluoroacetophenone), ClCCCC#C (5-chloro-1-pentyne). Run in hexanes, C1CCOC1 (THF), C1CCOC1 (THF). Conditions: time 40 minute. Yields the product NC1=C(C=C(C=C1O[Si](C)(C)C(C)(C)C)Cl)C(C(F)(F)F)(C#CC1CC1)O ((±)-2-(2-amino-5-chloro-3-(t-butyldimethylsilyloxy)phenyl)-4-cyclopropyl-1,1,1-trifluoro-3-butyn-2-ol). The yield is 70.4%. Reaction SMILES: Cl[CH2:2][CH2:3][CH2:4][C:5]#[CH:6].[Li]CCCC.[NH2:12][C:13]1[C:18]([O:19][Si:20]([C:23]([CH3:26])([CH3:25])[CH3:24])([CH3:22])[CH3:21])=[CH:17][C:16]([Cl:27])=[CH:15][C:14]=1[C:28](=[O:33])[C:29]([F:32])([F:31])[F:30]>C1COCC1>[NH2:12][C:13]1[C:18]([O:19][Si:20]([C:23]([CH3:26])([CH3:24])[CH3:25])([CH3:21])[CH3:22])=[CH:17][C:16]([Cl:27])=[CH:15][C:14]=1[C:28]([OH:33])([C:2]#[C:3][CH:4]1[CH2:6][CH2:5]1)[C:29]([F:32])([F:31])[F:30]. Reported procedure: To a stirred, cooled (0° C.) solution of 31.8 mL (300 mmol) of 5-chloro-1-pentyne in 250 mL of THF was added 252 mL (630 mmol) of 2.5M n-BuLi in hexanes over 20 min. Over the course of the addition the internal temperature had warmed to ambient temperature, and the mixture was stirred at this temperature for 40 min. The reaction was cooled to -20° C. and treated with a solution of 32.7 g (97.4 mmol) of 2'-amino-5'-chloro-3'-(t-butyldimethylsilyloxy)-2,2,2-trifluoroacetophenone in 50 mL of THF ov...